This data is from the Open Reaction Database (ORD), a public repository of structured organic reaction records. The task is: describe an organic reaction: reactants, conditions, products, and yield Starting materials: BrB(Br)Br, CCOC(=O)c1cc(-c2ccc(OC)c(C#N)c2)no1, ClCCl. The product is CCOC(=O)c1cc(-c2ccc(O)c(C#N)c2)no1. As a reaction SMILES: [Br:21][B:22]([Br:23])[Br:24].[C:1](#[N:2])[c:3]1[cH:4][c:5](-[c:11]2[n:12][o:13][c:14]([C:16](=[O:17])[O:18][CH2:19][CH3:20])[cH:15]2)[cH:6][cH:7][c:8]1[O:9][CH3:10].[Cl:25][CH2:26][Cl:27]>>[C:1](#[N:2])[c:3]1[cH:4][c:5](-[c:11]2[n:12][o:13][c:14]([C:16](=[O:17])[O:18][CH2:19][CH3:20])[cH:15]2)[cH:6][cH:7][c:8]1[OH:9]. Starting materials: CC(=O)C1=CC=C(C=C1)[N+](=O)[O-] (P-Nitroacetophenone), C1(=CC=C(C=C1)S(=O)(=O)O)C (p-toluenesulfonic acid), [OH-].[Na+] (sodium hydroxide), C(CO)O (ethylene glycol), C(OCC)(OCC)OCC (triethyl orthoformate). Solvent: C(Cl)Cl (methylene chloride). Product: CC1(OCCO1)C1=CC=C(C=C1)[N+](=O)[O-] (2-methyl-2-(4-nitrophenyl)-1,3 dioxolane). Reaction SMILES: [CH3:1][C:2]([C:4]1[CH:9]=[CH:8][C:7]([N+:10]([O-:12])=[O:11])=[CH:6][CH:5]=1)=[O:3].[CH2:13](O)[CH2:14][OH:15].C(OCC)(OCC)OCC.C1(C)C=CC(S(O)(=O)=O)=CC=1.[OH-].[Na+]>C(Cl)Cl>[CH3:1][C:2]1([C:4]2[CH:5]=[CH:6][C:7]([N+:10]([O-:12])=[O:11])=[CH:8][CH:9]=2)[O:15][CH2:14][CH2:13][O:3]1 |f:4.5|. Reported procedure: P-Nitroacetophenone (1.65 g, 10 mmol), ethylene glycol (5 ml, 89 mmol), triethyl orthoformate (2.96 g, 20 mmol), and p-toluenesulfonic acid (0.086 g, 0.5 mmol) were combined in methylene chloride (4 ml). The solution was heated with an oil bath (50°-70° C., 6 hrs), cooled to room temperature, and poured into excess 10% sodium hydroxide solution. The phases were separated and the aqueous phase was extracted twice with methylene chloride. The combined organic phase was washed three times with wate... The reactants are O=Cc1ccc2c(c1)OCO2, CCN(Cc1ccccc1)c1ccc(C2OC(=O)c3cc(N(C)C)ccc32)cc1, CN(C)c1cccc(C(=O)O)c1, CC(=O)OC(C)=O. Yields the product CN(C)c1ccc2c(c1)C(=O)OC2c1ccc2c(c1)OCO2. Reaction SMILES: [CH2:1]1[O:2][c:3]2[cH:4][c:5]([CH:6]=[O:7])[cH:8][cH:9][c:10]2[O:11]1.[CH2:24]([N:25]([CH2:26][c:27]1[cH:28][cH:29][cH:30][cH:31][cH:32]1)[c:33]1[cH:34][cH:35][c:36]([CH:37]2[c:38]3[c:39]([cH:40][c:41]([N:42]([CH3:43])[CH3:44])[cH:45][cH:46]3)[C:47](=[O:48])[O:49]2)[cH:50][cH:51]1)[CH3:52].[CH3:12][N:13]([c:14]1[cH:15][c:16]([C:17](=[O:18])[OH:19])[cH:20][cH:21][cH:22]1)[CH3:23].[CH3:53][C:54]([O:55][C:56](=[O:57])[CH3:58])=[O:59]>>[CH2:1]1[O:2][c:3]2[cH:4][c:5]([CH:6]3[O:7][C:17](=[O:18])[c:16]4[cH:15][c:14]([N:13]([CH3:12])[CH3:23])[cH:22][cH:21][c:20]43)[cH:8][cH:9][c:10]2[O:11]1. The reactants are ClC1=CC(=C(C=C1)N(C(=O)C=CC(=O)OCC)CC(C)(C)C)C(C1=C(C=C(C=C1)OCC1=CC=CC=C1)OC)O (ethyl 3-[N-[4-chloro-2-(4-benzyloxy-α-hydroxy-2-methoxybenzyl)-phenyl]-N-neopentylcarbamoyl]acrylate), C([O-])([O-])=O.[K+].[K+] (potassium carbonate). Run in C(C)O (ethanol). Run at time 24 hour. The product is C(C1=CC=CC=C1)OC1=CC(=C(C=C1)[C@H]1O[C@@H](C(N(C2=C1C=C(C=C2)Cl)CC(C)(C)C)=O)CC(=O)OCC)OC (ethyl trans-5-(4-benzyloxy-2-methoxyphenyl)-7-chloro-1-neopentyl-2-oxo-1,2,3,5-tetrahydro-4,1-benzoxazepine-3-acetate). Yield: 81.7%. RXN SMILES: [Cl:1][C:2]1[CH:7]=[CH:6][C:5]([N:8]([CH2:18][C:19]([CH3:22])([CH3:21])[CH3:20])[C:9]([CH:11]=[CH:12][C:13]([O:15][CH2:16][CH3:17])=[O:14])=[O:10])=[C:4]([CH:23]([OH:40])[C:24]2[CH:29]=[CH:28][C:27]([O:30][CH2:31][C:32]3[CH:37]=[CH:36][CH:35]=[CH:34][CH:33]=3)=[CH:26][C:25]=2[O:38][CH3:39])[CH:3]=1.C(=O)([O-])[O-].[K+].[K+]>C(O)C>[CH2:31]([O:30][C:27]1[CH:28]=[CH:29][C:24]([C@@H:23]2[C:4]3[CH:3]=[C:2]([Cl:1])[CH:7]=[CH:6][C:5]=3[N:8]([CH2:18][C:19]([CH3:21])([CH3:22])[CH3:20])[C:9](=[O:10])[C@@H:11]([CH2:12][C:13]([O:15][CH2:16][CH3:17])=[O:14])[O:40]2)=[C:25]([O:38][CH3:39])[CH:26]=1)[C:32]1[CH:33]=[CH:34][CH:35]=[CH:36][CH:37]=1 |f:1.2.3|. Procedure details: To a mixture of ethyl 3-[N-[4-chloro-2-(4-benzyloxy-α-hydroxy-2-methoxybenzyl)-phenyl]-N-neopentylcarbamoyl]acrylate (12 g), potassium carbonate (5.9 g) and ethanol (150 ml) was stirred for 24 h. After the mixture was concentrated in vacuo, the residue was diluted with water (200 ml) and extracted with ethyl acetate (200 ml). The extract was washed with water, dried over magnesium sulfate and concentrated in vacuo. The residue was purified by silica gel column chromatography (hexane:ethyl acetat... Reactants: N#Cc1c(F)cccc1[Zn+], C1CCOC1, CCOC(C)=O, O=C(Cl)c1ccnc(Cl)c1, [I-], O, Cl[Pd]Cl, c1ccc(P(c2ccccc2)c2ccccc2)cc1, c1ccc(P(c2ccccc2)c2ccccc2)cc1. Product: N#Cc1c(F)cccc1C(=O)c1ccnc(Cl)c1. As a reaction SMILES: [C:2](#[N:3])[c:4]1[c:5]([Zn+:11])[cH:6][cH:7][cH:8][c:9]1[F:10].[CH2:22]1[O:23][CH2:24][CH2:25][CH2:26]1.[CH3:27][CH2:28][O:29][C:30](=[O:31])[CH3:32].[Cl:12][c:13]1[cH:14][c:15]([C:16](=[O:17])[Cl:18])[cH:19][cH:20][n:21]1.[I-:1].[OH2:33].[Pd:34]([Cl:35])[Cl:36].[c:37]1([P:38]([c:39]2[cH:40][cH:41][cH:42][cH:43][cH:44]2)[c:45]2[cH:46][cH:47][cH:48][cH:49][cH:50]2)[cH:51][cH:52][cH:53][cH:54][cH:55]1.[c:56]1([P:57]([c:58]2[cH:59][cH:60][cH:61][cH:62][cH:63]2)[c:64]2[cH:65][cH:66][cH:67][cH:68][cH:69]2)[cH:70][cH:71][cH:72][cH:73][cH:74]1>>[C:2](#[N:3])[c:4]1[c:5]([C:16]([c:15]2[cH:14][c:13]([Cl:12])[n:21][cH:20][cH:19]2)=[O:17])[cH:6][cH:7][cH:8][c:9]1[F:10].